Dataset: the Open Reaction Database (ORD), a public repository of structured organic reaction records. Task: describe an organic reaction: reactants, conditions, products, and yield The reactants are ice water, C([O-])([O-])=O.[K+].[K+] (potassium carbonate), ClC=1C(=NC(=C(N1)C)CC)C#N (3-chloro-6-ethyl-5-methyl-pyrazine-2-carbonitrile), ClC=1C(=NC(=C(N1)CC)C)C#N (3-chloro-5-ethyl-6-methyl-pyrazine-2-carbonitrile), C1(=CC=CC=C1)N1CCNCC1 (1-phenylpiperazine). Solvent: CN(C=O)C (N,N-dimethylformamide). Yields the product C(C)C=1N=C(C(=NC1C)N1CCN(CC1)C1=CC=CC=C1)C#N (5′-ethyl-6′-methyl-4-phenyl-3,4,5,6-tetrahydro-2H-[1,2′]bipyrazinyl-3′-carbonitrile). Yield: 21.8%. Reaction SMILES: C(=O)([O-])[O-].[K+].[K+].Cl[C:8]1[C:9]([C:17]#[N:18])=[N:10][C:11]([CH2:15][CH3:16])=[C:12]([CH3:14])[N:13]=1.ClC1C(C#N)=NC(C)=C(CC)N=1.[C:31]1([N:37]2[CH2:42][CH2:41][NH:40][CH2:39][CH2:38]2)[CH:36]=[CH:35][CH:34]=[CH:33][CH:32]=1>CN(C)C=O>[CH2:15]([C:11]1[N:10]=[C:9]([C:17]#[N:18])[C:8]([N:40]2[CH2:41][CH2:42][N:37]([C:31]3[CH:36]=[CH:35][CH:34]=[CH:33][CH:32]=3)[CH2:38][CH2:39]2)=[N:13][C:12]=1[CH3:14])[CH3:16] |f:0.1.2|. Procedure: 0.416 mg (3.0 mmol) of potassium carbonate were added to a solution of 0.182 g (1.0 mmol) of the 1:1 mixture of the 3-chloro-6-ethyl-5-methyl-pyrazine-2-carbonitrile and the 3-chloro-5-ethyl-6-methyl-pyrazine-2-carbonitrile and of 0.199 g (1.2 mmol) of 1-phenylpiperazine in 10.0 ml of N,N-dimethylformamide and the reaction mixture was stirred at room temperature for 16 hours. It was subsequently poured into 50 ml of an ice/water mixture and extracted 3 times with 50 ml of dichloromethane. The co... Starting materials: N1(CCCCC1)CCNC(=O)C=1C(=NC(=NC1)N(C)C)S (2-dimethylamino-4-mercapto-pyrimidine-5-carboxylic acid (2-piperidin-1-yl-ethyl)-amide), II (iodine). The product is CN(C1=NC=C2C(=N1)SN(C2=O)CCN2CCCCC2)C (6-Dimethylamino-2-(2-piperidin-1-yl-ethyl)-isothiazolo [5,4-d]pyrimidin-3-one). Yield: 85.9%. Reaction SMILES: [N:1]1([CH2:7][CH2:8][NH:9][C:10]([C:12]2[C:13]([SH:21])=[N:14][C:15]([N:18]([CH3:20])[CH3:19])=[N:16][CH:17]=2)=[O:11])[CH2:6][CH2:5][CH2:4][CH2:3][CH2:2]1.II>>[CH3:20][N:18]([CH3:19])[C:15]1[N:14]=[C:13]2[S:21][N:9]([CH2:8][CH2:7][N:1]3[CH2:2][CH2:3][CH2:4][CH2:5][CH2:6]3)[C:10](=[O:11])[C:12]2=[CH:17][N:16]=1. Procedure details: Using the procedure of Example 20, 6.2 g (20.1 mmol) of 2-dimethylamino-4-mercapto-pyrimidine-5-carboxylic acid (2-piperidin-1-yl-ethyl)-amide were treated with 5.08 g (20.0 mmol) of iodine to give 5.31 g of the title compound after recrystallization from ethyl acetate, mp 128°-129° C. Reactants: ClC1=C(C=C(C=C1)[N+](=O)[O-])C(F)(F)F (2-chloro-5-nitro-benzotrifluoride), Cl (hydrochloric acid), [OH-].[K+] (potassium hydroxide). Reagents/catalysts: [Cl-].C(C)[N+](CC)(CC)CC (tetraethylammonium chloride). The solvent is CO (methanol). Reaction conditions: temperature 80 celsius. Product: [N+](=O)([O-])C1=CC(=C(C=C1)O)C(F)(F)F (4-nitro-2-trifluoromethylphenol). As a reaction SMILES: Cl[C:2]1[CH:7]=[CH:6][C:5]([N+:8]([O-:10])=[O:9])=[CH:4][C:3]=1[C:11]([F:14])([F:13])[F:12].[OH-:15].[K+].Cl>CO.[Cl-].C([N+](CC)(CC)CC)C>[N+:8]([C:5]1[CH:6]=[CH:7][C:2]([OH:15])=[C:3]([C:11]([F:14])([F:13])[F:12])[CH:4]=1)([O-:10])=[O:9] |f:1.2,5.6|. Procedure: 450 g of 2-chloro-5-nitro-benzotrifluoride in 1,250 ml of methanol and 35 g of tetraethylammonium chloride are initially introduced. 1,000 g of an aqueous, 50% strength potassium hydroxide solution are then added dropwise (1 hour), the temperature being kept at a maximum of 40° C. by cooling. About 30 minutes after the addition has ended, the mixture is heated to 80° C. for 6 hours, cooled and rendered acid with concentrated hydrochloric acid. The mixture is extracted several times with 300 ml o... Starting materials: C(#N)C=1C=CC(=NC1)C(=O)O (5-cyano-2-pyridinecarboxylic acid), C(C)(C)(C)OC(=O)N1C[C@@H](OCC1)C1=CC(=C(C=C1)N)Cl ((−)-(S)-2-(4-Amino-3-chloro-phenyl)-morpholine-4-carboxylic acid tert-butyl ester). Yields the product Cl.ClC1=C(C=CC(=C1)[C@H]1CNCCO1)NC(C1=NC=C(C=C1)C#N)=O ((S)—N-(2-Chloro-4-(morpholin-2-yl)phenyl)-5-cyanopicolinamide hydrochloride). As a reaction SMILES: [C:1]([C:3]1[CH:4]=[CH:5][C:6]([C:9]([OH:11])=O)=[N:7][CH:8]=1)#[N:2].C(OC([N:19]1[CH2:24][CH2:23][O:22][C@@H:21]([C:25]2[CH:30]=[CH:29][C:28]([NH2:31])=[C:27]([Cl:32])[CH:26]=2)[CH2:20]1)=O)(C)(C)C>>[ClH:32].[Cl:32][C:27]1[CH:26]=[C:25]([C@@H:21]2[O:22][CH2:23][CH2:24][NH:19][CH2:20]2)[CH:30]=[CH:29][C:28]=1[NH:31][C:9](=[O:11])[C:6]1[CH:5]=[CH:4][C:3]([C:1]#[N:2])=[CH:8][N:7]=1 |f:2.3|. Procedure: In analogy to example 79, step a) using 5-cyano-2-pyridinecarboxylic acid (CAS 53234-55-2) instead of 4-cyanopicolinic acid (CAS 640296-19-1) and (−)-(S)-2-(4-Amino-3-chloro-phenyl)-morpholine-4-carboxylic acid tert-butyl ester (example 29a) instead of (−)-(S)-2-(4-Amino-3-fluoro-phenyl)-morpholine-4-carboxylic acid tert-butyl ester. White solid. MS (ISP): 341.1 ([M+H]+) The reactants are CC(C(COC1=C(C=C(C=C1)C(CC)(CC)C1=CC2=C(S1)C=C(C=C2)C(=O)O)C)=O)(C)C (2-{1-[4-(3,3-Dimethyl-2-oxo-butoxy)-3-methyl-phenyl]-1-ethyl-propyl}-benzo[b]thiophene-6-carboxylic acid), C(CCl)Cl (EDC), Cl.CNC (dimethylamine hydrochloride). The reagents and catalysts are CN(C)C=1C=CN=CC1 (DMAP). Product: CN(C(=O)C=1C=CC2=C(SC(=C2)C(CC)(CC)C2=CC(=C(C=C2)OCC(C(C)(C)C)=O)C)C1)C (2-{1-[4-(3,3-Dimethyl-2-oxo-butoxy)-3-methyl-phenyl]-1-ethyl-propyl}-benzo[b]thiophene-6-carboxylic acid dimethylamide). Yield: 75.4%. As a reaction SMILES: [CH3:1][C:2]([CH3:32])([CH3:31])[C:3](=[O:30])[CH2:4][O:5][C:6]1[CH:11]=[CH:10][C:9]([C:12]([C:17]2[S:21][C:20]3[CH:22]=[C:23]([C:26](O)=[O:27])[CH:24]=[CH:25][C:19]=3[CH:18]=2)([CH2:15][CH3:16])[CH2:13][CH3:14])=[CH:8][C:7]=1[CH3:29].C(Cl)CCl.Cl.[CH3:38][NH:39][CH3:40]>CN(C1C=CN=CC=1)C>[CH3:38][N:39]([CH3:40])[C:26]([C:23]1[CH:24]=[CH:25][C:19]2[CH:18]=[C:17]([C:12]([C:9]3[CH:10]=[CH:11][C:6]([O:5][CH2:4][C:3](=[O:30])[C:2]([CH3:32])([CH3:31])[CH3:1])=[C:7]([CH3:29])[CH:8]=3)([CH2:15][CH3:16])[CH2:13][CH3:14])[S:21][C:20]=2[CH:22]=1)=[O:27] |f:2.3|. Procedure details: 2-{1-[4-(3,3-Dimethyl-2-oxo-butoxy)-3-methyl-phenyl]-1-ethyl-propyl}-benzo[b]thiophene-6-carboxylic acid (175 mg, 0.387 mmol), DMAP (142 mg, 1.16 mmol), EDC (111 mg, 0.580 mmol), and dimethylamine hydrochloride (47 mg, 0.580 mmol) are reacted analogous to Example 3 to afford the title compound (140 mg, 76%). The reactants are Cl.FC=1C=C(CN2N=CC(=C2)C2=CN(C3=NC=C(C=C32)C3=CC=C(C=C3)C3CCNCC3)S(=O)(=O)C3=CC=C(C)C=C3)C=CC1 (3-(1-(3-fluorobenzyl)-1H-pyrazol-4-yl)-5-(4-(piperidin-4-yl)phenyl)-1-tosyl-1H-pyrrolo[2,3-b]pyridine hydrochloride), CC=1C=C(CN2N=CC(=C2)C2=CN(C3=NC=C(C=C32)C=3C=CC(=NC3)N3CCN(CC3)C[C@H](C)O)S(=O)(=O)C3=CC=C(C)C=C3)C=CC1 ((S)-1-(4-(5-(3-(1-(3-methylbenzyl)-1H-pyrazol-4-yl)-1-tosyl-1H-pyrrolo[2,3-b]pyridin-5-yl)pyridin-2-yl)piperazin-1-yl) propan-2-ol), [OH-].[Li+] (lithium hydroxide). Solvent: C1CCOC1.CO.O (THF methanol water). Yields the product CC=1C=C(CN2N=CC(=C2)C2=CNC3=NC=C(C=C32)C=3C=CC(=NC3)N3CCN(CC3)C[C@H](C)O)C=CC1 ((S)-1-(4-(5-(3-(1-(3-methylbenzyl)-1H-pyrazol-4-yl)-1H-pyrrolo[2,3-b]pyridin-5-yl)pyridin-2-yl)piperazin-1-yl)propan-2-ol). Isolated yield 32.6%. As a reaction SMILES: Cl.FC1C=C(C=CC=1)CN1C=C(C2C3C(=NC=C(C4C=CC(C5CCNCC5)=CC=4)C=3)N(S(C3C=CC(C)=CC=3)(=O)=O)C=2)C=N1.[CH3:46][C:47]1[CH:48]=[C:49]([CH:91]=[CH:92][CH:93]=1)[CH2:50][N:51]1[CH:55]=[C:54]([C:56]2[C:64]3[C:59](=[N:60][CH:61]=[C:62]([C:65]4[CH:66]=[CH:67][C:68]([N:71]5[CH2:76][CH2:75][N:74]([CH2:77][C@@H:78]([OH:80])[CH3:79])[CH2:73][CH2:72]5)=[N:69][CH:70]=4)[CH:63]=3)[N:58](S(C3C=CC(C)=CC=3)(=O)=O)[CH:57]=2)[CH:53]=[N:52]1.[OH-].[Li+]>C1COCC1.CO.O>[CH3:46][C:47]1[CH:48]=[C:49]([CH:91]=[CH:92][CH:93]=1)[CH2:50][N:51]1[CH:55]=[C:54]([C:56]2[C:64]3[C:59](=[N:60][CH:61]=[C:62]([C:65]4[CH:66]=[CH:67][C:68]([N:71]5[CH2:76][CH2:75][N:74]([CH2:77][C@@H:78]([OH:80])[CH3:79])[CH2:73][CH2:72]5)=[N:69][CH:70]=4)[CH:63]=3)[NH:58][CH:57]=2)[CH:53]=[N:52]1 |f:0.1,3.4,5.6.7|. Procedure: Using similar reaction conditions as described in step-iii of example-1, (S)-1-(4-(5-(3-(1-(3-methylbenzyl)-1H-pyrazol-4-yl)-1-tosyl-1H-pyrrolo[2,3-b]pyridin-5-yl)pyridin-2-yl)piperazin-1-yl) propan-2-ol (100 mg, 0.151 mmol) was hydrolyzed with lithium hydroxide (19 mg, 0.453 mmol) in THF/methanol/water (2/2/0.5 mL) to yield 25 mg (21% yield) of desired product. 1H NMR (CD3OD, 400 MHz): δ 8.559-8.553 (d, 1H), 8.479-8.474 (d, 1H), 8.425-8.420 (d, 1H), 8.17 (s, 1H), 8.08-8.06 (dd, 1H), 7.94 (s, 1H...